This data is from the Open Reaction Database (ORD), a public repository of structured organic reaction records. The task is: describe an organic reaction: reactants, conditions, products, and yield Solvent: O (water), O (water), O (H2O). Starting materials: CCOC(=O)C (AcOEt), C(C)OC(=O)C1(CCN(CC1)C(=O)OC(C)(C)C)CCOC (4-(2-Methoxy-ethyl)-piperidine-1,4-dicarboxylic acid 1-tert-butyl ester 4-ethyl ester), RuCl3, NaIO4, CCOC(=O)C (AcOEt). As a reaction SMILES: [CH2:1]([O:3][C:4]([C:6]1([CH2:19][CH2:20][O:21][CH3:22])[CH2:11][CH2:10][N:9]([C:12]([O:14][C:15]([CH3:18])([CH3:17])[CH3:16])=[O:13])[CH2:8][CH2:7]1)=[O:5])[CH3:2].CC[O:25]C(C)=O>O>[CH2:1]([O:3][C:4]([C:6]1([CH2:19][CH2:20][O:21][CH3:22])[CH2:7][CH2:8][N:9]([C:12]([O:14][C:15]([CH3:17])([CH3:16])[CH3:18])=[O:13])[C:10](=[O:25])[CH2:11]1)=[O:5])[CH3:2]. Procedure: 4-(2-Methoxy-ethyl)-piperidine-1,4-dicarboxylic acid 1-tert-butyl ester 4-ethyl ester (13 g) in AcOEt (300 ml) was added at RT under an argon atmosphere to a vigorously stirred solution of RuCl3×H2O (1.71 g) and NaIO4 (44.078 g) in water (300 ml). This mixture was vigorously stirred 30 minutes at RT. Then water and AcOEt were added and the layers were separated. The organic layer was washed with water and brine, dried over magnesium sulphate and concentrated to give the crude product as brown oi... Product: C(C)OC(=O)C1(CC(N(CC1)C(=O)OC(C)(C)C)=O)CCOC (4-(2-Methoxy-ethyl)-2-oxo-piperidine-1,4-dicarboxylic acid 1-tert-butyl ester 4-ethyl ester). Reaction conditions: time 30 minute. As a reaction SMILES: [CH2:1]([CH3:2])[O:3][C:4](=[O:5])[c:6]1[n:7][c:8]([I:30])[o:9][c:10]1-[c:11]1[cH:12][cH:13][c:14]([N:17]2[CH2:18][CH2:19][N:20]([C:23](=[O:24])[O:25][C:26]([CH3:27])([CH3:28])[CH3:29])[CH2:21][CH2:22]2)[cH:15][cH:16]1.[CH3:31][C:32]1([CH3:33])[C:34]([CH3:35])([CH3:36])[O:37][B:38]([c:39]2[c:40]3[c:41]([n:42][cH:43][cH:44]2)[nH:45][cH:46][cH:47]3)[O:48]1.[CH3:55][c:56]1[cH:57][cH:58][cH:59][cH:60][cH:61]1.[CH3:62][CH2:63][OH:64].[CH3:66][CH2:67][O:68][C:69]([CH3:70])=[O:71].[Na+:49].[Na+:50].[O-:51][C:52](=[O:53])[O-:54].[OH2:65]>>[CH2:1]([CH3:2])[O:3][C:4](=[O:5])[c:6]1[n:7][c:8](-[c:39]2[c:40]3[c:41]([n:42][cH:43][cH:44]2)[nH:45][cH:46][cH:47]3)[o:9][c:10]1-[c:11]1[cH:12][cH:13][c:14]([N:17]2[CH2:18][CH2:19][N:20]([C:23](=[O:24])[O:25][C:26]([CH3:27])([CH3:28])[CH3:29])[CH2:21][CH2:22]2)[cH:15][cH:16]1. Yields the product CCOC(=O)c1nc(-c2ccnc3[nH]ccc23)oc1-c1ccc(N2CCN(C(=O)OC(C)(C)C)CC2)cc1. The reactants are CCOC(=O)c1nc(I)oc1-c1ccc(N2CCN(C(=O)OC(C)(C)C)CC2)cc1, CC1(C)OB(c2ccnc3[nH]ccc23)OC1(C)C, Cc1ccccc1, CCO, CCOC(C)=O, [Na+], [Na+], O=C([O-])[O-], O. The reactants are O=C1C=C(Br)CO1, CCOc1ccc(OC2CN(c3ccc(C(C)N)cc3)C2)cc1, C1CCOC1. Yields the product CCOc1ccc(OC2CN(c3ccc(C(C)NC4=CC(=O)OC4)cc3)C2)cc1. Reaction SMILES: [Br:24][C:25]1=[CH:26][C:27](=[O:30])[O:28][CH2:29]1.[CH2:1]([CH3:2])[O:3][c:4]1[cH:5][cH:6][c:7]([O:8][CH:9]2[CH2:10][N:11]([c:13]3[cH:14][cH:15][c:16]([CH:19]([CH3:20])[NH2:21])[cH:17][cH:18]3)[CH2:12]2)[cH:22][cH:23]1.[CH2:31]1[O:32][CH2:33][CH2:34][CH2:35]1>>[CH2:1]([CH3:2])[O:3][c:4]1[cH:5][cH:6][c:7]([O:8][CH:9]2[CH2:10][N:11]([c:13]3[cH:14][cH:15][c:16]([CH:19]([CH3:20])[NH:21][C:25]4=[CH:26][C:27](=[O:30])[O:28][CH2:29]4)[cH:17][cH:18]3)[CH2:12]2)[cH:22][cH:23]1. Reactants: O (H2O), C(CCC)C1=NC=2C(=NC=CC2)N1C1=CC=CC2=CC(=CC=C12)[Sn](CCCC)(CCCC)CCCC (2-butyl-3-(6-tributylstannanyl-naphthalen-1-yl)-3H-imidazo[4,5-b]-pyridine), IC1=C(C(=O)OC)C=CC=C1 (methyl 2-iodobenzoate), PdCl2 (PPh3)2. The solvent is CN(C)C=O (DMF). Conditions: temperature 105 celsius. The product is COC(C1=C(C=CC=C1)C1=CC2=CC=CC(=C2C=C1)N1C(=NC=2C1=NC=CC2)CCCC)=O (2-[5-(2-Butyl-imidazo[4,5-b]pyridin-3-yl)-naphthalen-2-yl]-benzoic acid methyl ester). Isolated yield 41.7%. Reaction SMILES: [CH2:1]([C:5]1[N:13]([C:14]2[C:23]3[C:18](=[CH:19][C:20]([Sn](CCCC)(CCCC)CCCC)=[CH:21][CH:22]=3)[CH:17]=[CH:16][CH:15]=2)[C:8]2=[N:9][CH:10]=[CH:11][CH:12]=[C:7]2[N:6]=1)[CH2:2][CH2:3][CH3:4].I[C:38]1[CH:47]=[CH:46][CH:45]=[CH:44][C:39]=1[C:40]([O:42][CH3:43])=[O:41].O>CN(C=O)C>[CH3:43][O:42][C:40](=[O:41])[C:39]1[CH:44]=[CH:45][CH:46]=[CH:47][C:38]=1[C:20]1[CH:21]=[CH:22][C:23]2[C:18](=[CH:17][CH:16]=[CH:15][C:14]=2[N:13]2[C:8]3=[N:9][CH:10]=[CH:11][CH:12]=[C:7]3[N:6]=[C:5]2[CH2:1][CH2:2][CH2:3][CH3:4])[CH:19]=1. Reported procedure: A mixture of 2-butyl-3-(6-tributylstannanyl-naphthalen-1-yl)-3H-imidazo[4,5-b]-pyridine (120 mg, 0.22 mmol), methyl 2-iodobenzoate (79 mg, 0.3 mmol) and PdCl2 (PPh3)2 (15 mg, 0.02 mmol) in 1.0 mL DMF was heated at 105° C. for 20 hours. The cooled reaction mixture was poured into H2O (20 mL). The aqueous solution was extracted with EtOAc (3×50 mL). The combined extracts were washed with saturated aqueous NaHCO3 (25 mL), dried MgSO4) and concentrated in vacuo. The residue was chromatographed on Si... Starting materials: N1=CC=C(C=C1)NC=1C=C(C(=O)O)C=CC1 (3-(4-pyridinylamino)benzoic acid), N (ammonia), ( b ). The product is N1=CC=C(C=C1)NC=1C=C(C(=O)N)C=CC1 (3-(4-Pyridinylamino)benzamide). The yield is 50.0%. As a reaction SMILES: [N:1]1[CH:6]=[CH:5][C:4]([NH:7][C:8]2[CH:9]=[C:10]([CH:14]=[CH:15][CH:16]=2)[C:11](O)=[O:12])=[CH:3][CH:2]=1.[NH3:17]>>[N:1]1[CH:6]=[CH:5][C:4]([NH:7][C:8]2[CH:9]=[C:10]([CH:14]=[CH:15][CH:16]=2)[C:11]([NH2:17])=[O:12])=[CH:3][CH:2]=1. Procedure details: 3-(4-Pyridinylamino)benzamide was prepared from 3-(4-pyridinylamino)benzoic acid and ammonia according to the procedure of Example 48, part (b), and was obtained in 50% yield as a colorless powder, m.p. 201°-203° C. when recrystallized from methanol. As a reaction SMILES: C([O-])([O-])=O.[Na+].[Na+].[O:7]=[C:8]([N:20]1[CH2:25][CH2:24][N:23]([C:26](=[O:37])[C:27]2[CH:32]=[CH:31][CH:30]=[CH:29][C:28]=2[C:33]([F:36])([F:35])[F:34])[CH2:22][CH2:21]1)[CH2:9][NH:10][C:11]([C:13]1[CH:18]=[N:17][C:16](Cl)=[CH:15][N:14]=1)=[O:12].[C:38]1(B(O)O)[CH:43]=[CH:42][CH:41]=[CH:40][CH:39]=1>CN(C=O)C.Cl[Pd]Cl>[O:7]=[C:8]([N:20]1[CH2:25][CH2:24][N:23]([C:26](=[O:37])[C:27]2[CH:32]=[CH:31][CH:30]=[CH:29][C:28]=2[C:33]([F:36])([F:35])[F:34])[CH2:22][CH2:21]1)[CH2:9][NH:10][C:11]([C:13]1[CH:18]=[N:17][C:16]([C:38]2[CH:43]=[CH:42][CH:41]=[CH:40][CH:39]=2)=[CH:15][N:14]=1)=[O:12] |f:0.1.2|. Run at temperature 90 celsius. Reactants: C1(=CC=CC=C1)B(O)O (phenyl boronic acid), C(=O)([O-])[O-].[Na+].[Na+] (Na2CO3), O=C(CNC(=O)C1=NC=C(N=C1)Cl)N1CCN(CC1)C(C1=C(C=CC=C1)C(F)(F)F)=O (5-chloro-pyrazine-2-carboxylic acid {2-oxo-2-[4-(2-trifluoromethyl-benzoyl)-piperazin-1-yl]-ethyl}-amide). The yield is 13.2%. Reagents/catalysts: Cl[Pd]Cl (PdCl2). Procedure: Na2CO3 (140 mg, 1.32 mmol) was added to a stirred solution of 5-chloro-pyrazine-2-carboxylic acid {2-oxo-2-[4-(2-trifluoromethyl-benzoyl)-piperazin-1-yl]-ethyl}-amide (200 mg, 0.44 mmol) in DMF (3 mL). PdCl2 (dppf) (96 mg, 0.13 mmol) and phenyl boronic acid (64 mg, 0.52 mmol) were then added and the reaction mixture was heated at 90° C. overnight. The reaction mixture was filtered, filtrate was then diluted with water and the product was extracted with ethyl acetate. The organic layer was washed... Run in CN(C)C=O (DMF). Product: O=C(CNC(=O)C1=NC=C(N=C1)C1=CC=CC=C1)N1CCN(CC1)C(C1=C(C=CC=C1)C(F)(F)F)=O (5-phenyl-pyrazine-2-carboxylic acid {2-oxo-2-[4-(2-trifluoromethyl-benzoyl)-piperazin-1-yl]-ethyl}-amide). Starting materials: N1=C(Cl)N=C(Cl)N=C1Cl (Cyanuric chloride), N1CCOCC1 (morpholine). Run in COCCOC (ethylene glycol dimethyl ether), COCCOC (ethylene glycol dimethyl ether). Reaction conditions: time 30 minute. Yields the product ClC1=NC(=NC(=N1)N1CCOCC1)N1CCOCC1 (2-chloro-4,6-dimorpholino-1,3,5-triazine). The yield is 91.1%. Reaction SMILES: [N:1]1[C:8](Cl)=[N:7][C:5](Cl)=[N:4][C:2]=1[Cl:3].[NH:10]1[CH2:15][CH2:14][O:13][CH2:12][CH2:11]1>COCCOC>[Cl:3][C:2]1[N:1]=[C:8]([N:10]2[CH2:15][CH2:14][O:13][CH2:12][CH2:11]2)[N:7]=[C:5]([N:10]2[CH2:15][CH2:14][O:13][CH2:12][CH2:11]2)[N:4]=1. Reported procedure: Cyanuric chloride (3.63 g, 19.7 mmol) was dissolved in ethylene glycol dimethyl ether (50 ml), cooled to -10° C.-0° C. and gradually added dropwise with morpholine (7.00 ml, 80.3 mmol) dissolved in ethylene glycol dimethyl ether (27 ml). This reaction mixture was stirred at the same temperature for 30 minutes and then stirred at room temperature overnight. The reaction mixture was evaporated under reduced pressure. The residue was added with dichloromethane and water, and then shaken for mixing.... The reactants are I.C12NCC(CC1C(=O)OC)CC2 (methyl 2-azabicyclo[2.2.2]octane-6-carboxylate hydroiodide), N1=C(C=CC=C1)S(=O)(=O)Cl (pyridine-2-sulfonyl chloride), raw material. Product: N1=C(C=CC=C1)S(=O)(=O)N1[C@H]2[C@@H](C[C@@H](C1)CC2)C(=O)O ((1R*,4S*,6R*)-2-(pyridin-2-ylsulfonyl)-2-azabicyclo[2.2.2]octane-6-carboxylic Acid). As a reaction SMILES: I.[CH:2]12[CH2:13][CH2:12][CH:5]([CH2:6][CH:7]1[C:8]([O:10]C)=[O:9])[CH2:4][NH:3]2.[N:14]1[CH:19]=[CH:18][CH:17]=[CH:16][C:15]=1[S:20](Cl)(=[O:22])=[O:21]>>[N:14]1[CH:19]=[CH:18][CH:17]=[CH:16][C:15]=1[S:20]([N:3]1[CH2:4][C@H:5]2[CH2:12][CH2:13][C@@H:2]1[C@H:7]([C:8]([OH:10])=[O:9])[CH2:6]2)(=[O:22])=[O:21] |f:0.1|. Procedure: The title compound was synthesized as in Production Example 1, using methyl 2-azabicyclo[2.2.2]octane-6-carboxylate hydroiodide and pyridine-2-sulfonyl chloride as the raw material. The reactants are CS(C)=O, COc1ccc(Cn2nc(CCl)c3cc(OC)c(OC)cc32)cc1OC, N#C[K], O. The product is COc1ccc(Cn2nc(CC#N)c3cc(OC)c(OC)cc32)cc1OC. As a reaction SMILES: [CH3:31][S:32](=[O:33])[CH3:34].[Cl:1][CH2:2][c:3]1[n:4][n:5]([CH2:16][c:17]2[cH:18][c:19]([O:25][CH3:26])[c:20]([O:23][CH3:24])[cH:21][cH:22]2)[c:6]2[cH:7][c:8]([O:14][CH3:15])[c:9]([O:12][CH3:13])[cH:10][c:11]12.[K:27][C:28]#[N:29].[OH2:30]>>[CH2:2]([c:3]1[n:4][n:5]([CH2:16][c:17]2[cH:18][c:19]([O:25][CH3:26])[c:20]([O:23][CH3:24])[cH:21][cH:22]2)[c:6]2[cH:7][c:8]([O:14][CH3:15])[c:9]([O:12][CH3:13])[cH:10][c:11]12)[C:28]#[N:29]. Starting materials: BrC1=CC=C2C=NC(=NN21)NC2=CC=C(C=C2)N2CCN(CC2)C ((7-Bromo-pyrrolo[2,1-f][1,2,4]triazin-2-yl)-[4-(4-methyl-piperazin-1-yl)-phenyl]-amine), CC1(OB(OC1(C)C)C=1C=C(C=NC1)C=O)C (5-(4,4,5,5-Tetramethyl-[1,3,2]dioxaborolan-2-yl)-pyridine-3-carbaldehyde), C([O-])([O-])=O.[Na+].[Na+] (Sodium carbonate), O (Water), C1(=CC=CC=C1)P(C1=CC=CC=C1)C1=CC=CC=C1 (Triphenylphosphine). Reagents/catalysts: C(C)(=O)[O-].[Pd+2].C(C)(=O)[O-] (Palladium Acetate). Run in CN(C=O)C (N,N-Dimethylformamide), O1CCOCC1 (1,4-Dioxane). Reaction conditions: time 10 minute. Product: CN1CCN(CC1)C1=CC=C(C=C1)NC1=NN2C(C=N1)=CC=C2C=2C=C(C=NC2)C=O (5-{2-[4-(4-Methyl-piperazin-1-yl)-phenylamino]-pyrrolo[2,1-f][1,2,4]triazin-7-yl}-pyridine-3-carbaldehyde). Yield: 24.3%. RXN SMILES: C1(P(C2C=CC=CC=2)C2C=CC=CC=2)C=CC=CC=1.Br[C:21]1[N:29]2[C:24]([CH:25]=[N:26][C:27]([NH:30][C:31]3[CH:36]=[CH:35][C:34]([N:37]4[CH2:42][CH2:41][N:40]([CH3:43])[CH2:39][CH2:38]4)=[CH:33][CH:32]=3)=[N:28]2)=[CH:23][CH:22]=1.CC1(C)C(C)(C)OB([C:52]2[CH:53]=[C:54]([CH:58]=[O:59])[CH:55]=[N:56][CH:57]=2)O1.C(=O)([O-])[O-].[Na+].[Na+].O>C([O-])(=O)C.[Pd+2].C([O-])(=O)C.CN(C)C=O.O1CCOCC1>[CH3:43][N:40]1[CH2:39][CH2:38][N:37]([C:34]2[CH:33]=[CH:32][C:31]([NH:30][C:27]3[N:26]=[CH:25][C:24]4=[CH:23][CH:22]=[C:21]([C:52]5[CH:53]=[C:54]([CH:58]=[O:59])[CH:55]=[N:56][CH:57]=5)[N:29]4[N:28]=3)=[CH:36][CH:35]=2)[CH2:42][CH2:41]1 |f:3.4.5,7.8.9|. Procedure: Into a 8-dram vial, Palladium Acetate (0.00772 g, 0.0344 mmol), Triphenylphosphine (0.0264 g, 0.100 mmol) and 1,4-Dioxane (1 mL) were added and stirred at room temperature for 10 minutes. (7-Bromo-pyrrolo[2,1-f][1,2,4]triazin-2-yl)-[4-(4-methyl-piperazin-1-yl)-phenyl]-amine (0.250 g, 0.646 mmol), 5-(4,4,5,5-Tetramethyl-[1,3,2]dioxaborolan-2-yl)-pyridine-3-carbaldehyde (0.3009 g, 1.291 mmol), N,N-Dimethylformamide (1 mL) and 1.50 M of Sodium carbonate in Water (5 mL, 8 mmol) were added. The react...